The task is: describe an organic reaction: reactants, conditions, products, and yield. This data is from the Open Reaction Database (ORD), a public repository of structured organic reaction records. Starting materials: C(#N)[C@@H]1NCC[C@H](C1)N1C(N(C2=C1C=CC=C2)CCC)=O (trans-2-cyano-4-(3-n-propyl-2-oxo-1-benzimidazolinyl)-piperidine), O=S1(N(C(C2=C1C=CC(=C2)Cl)=O)CCCCBr)=O (1,1 -dioxido-2-(4-bromobutyl)-5-chloro-1,2-benzisothiazol-3(2H)-one), [I-].[K+] (potassium iodide). Conditions: temperature 80 celsius. The product is O=S1(N(C(C2=C1C=CC(=C2)Cl)=O)CCCCN2[C@H](C[C@@H](CC2)N2C(N(C1=C2C=CC=C1)CCC)=O)C#N)=O (trans-1,1-Dioxido-2-(4-(2-cyano-4-(3-propyl-2-oxo-1-benzimidazolinyl)piperidin-1-yl)butyl)-5-chloro-1,2-benzisothiazol-3(2H)-one). Reaction SMILES: [C:1]([C@H:3]1[CH2:8][C@H:7]([N:9]2[C:13]3[CH:14]=[CH:15][CH:16]=[CH:17][C:12]=3[N:11]([CH2:18][CH2:19][CH3:20])[C:10]2=[O:21])[CH2:6][CH2:5][NH:4]1)#[N:2].[O:22]=[S:23]1(=[O:39])[C:27]2[CH:28]=[CH:29][C:30]([Cl:32])=[CH:31][C:26]=2[C:25](=[O:33])[N:24]1[CH2:34][CH2:35][CH2:36][CH2:37]Br.[I-].[K+]>>[O:39]=[S:23]1(=[O:22])[C:27]2[CH:28]=[CH:29][C:30]([Cl:32])=[CH:31][C:26]=2[C:25](=[O:33])[N:24]1[CH2:34][CH2:35][CH2:36][CH2:37][N:4]1[CH2:5][CH2:6][C@@H:7]([N:9]2[C:13]3[CH:14]=[CH:15][CH:16]=[CH:17][C:12]=3[N:11]([CH2:18][CH2:19][CH3:20])[C:10]2=[O:21])[CH2:8][C@@H:3]1[C:1]#[N:2] |f:2.3|. Reported procedure: From (±)cis/trans-2-cyano-4-(3-n-propyl-2-oxo-1-benzimidazolinyl)-piperidine and 1,1 -dioxido-2-(4-bromobutyl)-5-chloro-1,2-benzisothiazol-3(2H)-one using a modification of the procedure described in Example 1, Step 4, wherein one equivalent of potassium iodide was added and the reaction was warmed at 80° C. for 24 hours, there was obtained a white solid after chromatographic purification, melting point 159-160° C. The NMR was consistent with structure.